describe an organic reaction: reactants, conditions, products, and yield From a dataset of the Open Reaction Database (ORD), a public repository of structured organic reaction records. The reactants are CN1C(=CC2=CC=CC=C12)C(=O)O (1-methyl-1H-indole-2-carboxylic acid), C(#N)[C@H](CCSC)NC(=O)[C@H]1[C@H](CCCC1)[NH-] (((1S,2R)-2-((S)-1-cyano-3-methylsulfanyl-propylcarbamoyl)-cyclohexyl]-amide), C(#N)[C@H](CCSC)NC(=O)[C@H]1[C@H](CCCC1)[NH-] (((1S,2R)-2-((S)-1-cyano-3-methylsulfanyl-propylcarbamoyl)-cyclohexyl]-amide), OOS(=O)[O-].[K+] (Oxone), C1CCOC1 (THF). Reaction conditions: time 2 hour. Product: C(#N)[C@H](CCS(=O)(=O)C)NC(=O)[C@H]1[C@H](CCCC1)NC(=O)C=1N(C2=CC=CC=C2C1)C (1-methyl-1H-indole-2-carboxylic acid [(1S,2R)-2-((S)-1-cyano-3-methanesulfonyl-propylcarbamoyl)-cyclohexyl]-amide). Isolated yield 81.0%. RXN SMILES: [CH3:1][N:2]1[C:10]2[C:5](=[CH:6][CH:7]=[CH:8][CH:9]=2)[CH:4]=[C:3]1[C:11]([OH:13])=O.[C:14]([C@@H:16]([NH:21][C:22]([C@@H:24]1[CH2:29][CH2:28][CH2:27][CH2:26][C@@H:25]1[NH-:30])=[O:23])[CH2:17][CH2:18]SC)#[N:15].O[O:32][S:33]([O-:35])=O.[K+].[CH2:37]1COCC1>>[C:14]([C@@H:16]([NH:21][C:22]([C@@H:24]1[CH2:29][CH2:28][CH2:27][CH2:26][C@@H:25]1[NH:30][C:11]([C:3]1[N:2]([CH3:1])[C:10]2[C:5]([CH:4]=1)=[CH:6][CH:7]=[CH:8][CH:9]=2)=[O:13])=[O:23])[CH2:17][CH2:18][S:33]([CH3:37])(=[O:35])=[O:32])#[N:15] |f:2.3|. Reported procedure: To a solution of 1-methyl-1H-indole-2-carboxylic acid [((1S,2R)-2-((S)-1-cyano-3-methylsulfanyl-propylcarbamoyl)-cyclohexyl]-amide (compound 3-2, 203 mg, 0.492 mmol) in 20 mL of THF, was added Oxone™ (390 mg, 0.634 mmol). The reaction mixture was stirred at ambient temperature for 2 hours, filtered through a pad of celite, dried with sodium sulfate, filtered, concentrated, and purified by column chromatography (5:95, MeOH/CH2Cl2) to give 178 mg (81%) of 1-methyl-1H-indole-2-carboxylic acid [(1S,... Isolated yield 44.6%. The reactants are CSC=1C=C(SC1)C(=O)O (4-methylthio-2-thiophenecarboxylic acid), ClC=1C=C(C(=O)OO)C=CC1 (m-chloroperoxybenzoic acid). Reported procedure: A stirred solution of 2.46 g (14.1 mmoles) of 4-methylthio-2-thiophenecarboxylic acid (prepared as described in Example 28 below) in 150 ml dichloromethane and 10 ml methanol was cooled to icebath temperature. A 120 ml dichloromethane solution of 2.82 g (13.9 mmoles) of m-chloroperoxybenzoic acid (technical grade, 80-85%) was slowly added to the cooled reaction solution. After 1 hour the reaction was essentially complete with a colorless precipitate forming. The precipitate was filtered and drie... The solvent is ClCCl (dichloromethane), CO (methanol), ClCCl (dichloromethane). Yields the product CS(=O)C=1C=C(SC1)C(=O)O (4-Methylsulfinyl-2-thiophenecarboxylic acid). Reaction conditions: time 1 hour. Reaction SMILES: [CH3:1][S:2][C:3]1[CH:4]=[C:5]([C:8]([OH:10])=[O:9])[S:6][CH:7]=1.ClC1C=C(C=CC=1)C(OO)=[O:16]>ClCCl.CO>[CH3:1][S:2]([C:3]1[CH:4]=[C:5]([C:8]([OH:10])=[O:9])[S:6][CH:7]=1)=[O:16]. Product: C1(=CC=CC=C1)C(CCOCC)C1=CC=CC=C1 (3,3-diphenyl-1-ethoxypropane). Reactants: C1(=CC=CC=C1)CC1=CC=CC=C1 (diphenylmethane), C(C)OCCBr (2-bromoethyl ethyl ether). As a reaction SMILES: [C:1]1([CH2:7][C:8]2[CH:13]=[CH:12][CH:11]=[CH:10][CH:9]=2)[CH:6]=[CH:5][CH:4]=[CH:3][CH:2]=1.[CH2:14]([O:16][CH2:17][CH2:18]Br)[CH3:15]>>[C:1]1([CH:7]([C:8]2[CH:9]=[CH:10][CH:11]=[CH:12][CH:13]=2)[CH2:15][CH2:14][O:16][CH2:17][CH3:18])[CH:6]=[CH:5][CH:4]=[CH:3][CH:2]=1. Procedure: According to a second process disclosed by Sperber (loc. cit.) diphenylmethane is reacted with 2-bromoethyl ethyl ether to yield 3,3-diphenyl-1-ethoxypropane. Alkylation of 3,3-diphenyl-1-ethoxypropane with 2-dimethylaminoethyl chloride yielded 5-ethoxy-3,3-diphenyl-N,N-dimethylamine; cleavage of the ethoxy group gave 5-hydroxy-3,3-diphenyl-N,N-dimethylamine hydrobromide, which was reacted with thionyl chloride to give 4,4-diphenyl-1,1-dimethylpiperidinium chloride, from which sublimation in vac...